Dataset: the Open Reaction Database (ORD), a public repository of structured organic reaction records. Task: describe an organic reaction: reactants, conditions, products, and yield The reactants are CNC1=C(C=CC=C1)C1CCNC=2N1N=C(C2C#N)C2=CC=C(C=C2)OC2=CC=CC=C2 (7-(2-(methylamino)phenyl)-2-(4-phenoxy phenyl)-4,5,6,7-tetrahydropyrazolo[1,5-a]pyrimidine-3-carbonitrile), ClCCC(=O)NC=1C=C(C=CC1)C1CCNC=2N1N=C(C2C(=O)N)C2=CC=C(C=C2)OC2=CC=CC=C2 (7-(3-(3-chloropropanamido)phenyl)-2-(4-phenoxyphenyl)-4,5,6,7-tetrahydropyrazolo[1,5-a]pyrimidine-3-carboxamide). Product: CNC1=C(C=CC=C1)C1CCNC=2N1N=C(C2C(=O)N)C2=CC=C(C=C2)OC2=CC=CC=C2 (7-(2-(Methylamino)phenyl)-2-(4-phenoxyphenyl)-4,5,6,7-tetrahydropyrazolo[1,5-a]pyrimidine-3-carboxamide). Reaction SMILES: [CH3:1][NH:2][C:3]1[CH:8]=[CH:7][CH:6]=[CH:5][C:4]=1[CH:9]1[N:14]2[N:15]=[C:16]([C:20]3[CH:25]=[CH:24][C:23]([O:26][C:27]4[CH:32]=[CH:31][CH:30]=[CH:29][CH:28]=4)=[CH:22][CH:21]=3)[C:17]([C:18]#[N:19])=[C:13]2[NH:12][CH2:11][CH2:10]1.ClCCC(NC1C=C(C2N3N=C(C4C=CC(OC5C=CC=CC=5)=CC=4)C(C(N)=O)=C3NCC2)C=CC=1)=[O:37]>>[CH3:1][NH:2][C:3]1[CH:8]=[CH:7][CH:6]=[CH:5][C:4]=1[CH:9]1[N:14]2[N:15]=[C:16]([C:20]3[CH:25]=[CH:24][C:23]([O:26][C:27]4[CH:32]=[CH:31][CH:30]=[CH:29][CH:28]=4)=[CH:22][CH:21]=3)[C:17]([C:18]([NH2:19])=[O:37])=[C:13]2[NH:12][CH2:11][CH2:10]1. Reported procedure: The desired product was prepared from 7-(2-(methylamino)phenyl)-2-(4-phenoxy phenyl)-4,5,6,7-tetrahydropyrazolo[1,5-a]pyrimidine-3-carbonitrile using the procedure similar to step 2 for compound 2. 1H NMR (DMSO-d6) δ 7.49 (d, J=8.8 Hz, 2H), 7.44-7.35 (m, 2H), 7.18-7.01 (m, 6H), 6.76 (s, 1H), 6.58 (d, J=7.6 Hz, 2H), 6.54 (t, J=7.6 Hz, 1H), 6.28 (dd, J=1.2, 7.6 Hz, 1H), 5.60-5.57 (m, 1H), 5.50-5.49 (m, 1H), 3.29-3.24 (m, 1H), 2.98-2.93 (m, 1H), 2.76 (d, J=4.8 Hz, 3H), 2.24-2.18 (m, 1H), 2.06-2.03 ... Reactants: [BH4-].[Na+] (sodium borohydride), O (water), C(C(C)C)OC(C)O[C@@H](C(=O)OCC(C)C)C (isobutyl (R)-(+)-2-(1-isobutoxyethoxy)propionate), CO (methanol). Solvent: C1CCCCC1 (cyclohexane), C(C)(=O)OCC (ethyl acetate). Product: C(C(C)C)OC(C)O[C@@H](CO)C ((R)-(−)-2-(1-Isobutoxyethoxy)-1-propanol). The yield is 96.7%. Reaction SMILES: [BH4-].[Na+].[CH2:3]([O:7][CH:8]([O:10][C@H:11]([CH3:19])[C:12](OCC(C)C)=[O:13])[CH3:9])[CH:4]([CH3:6])[CH3:5].CO.O>C1CCCCC1.C(OCC)(=O)C>[CH2:3]([O:7][CH:8]([O:10][C@H:11]([CH3:19])[CH2:12][OH:13])[CH3:9])[CH:4]([CH3:6])[CH3:5] |f:0.1|. Procedure: 5.7 g of sodium borohydride was suspended at room temperature in a solution of 25.0 g of the isobutyl (R)-(+)-2-(1-isobutoxyethoxy)propionate (obtained in Reference Example 4) dissolved in 30 ml of cyclohexane. Thereto was dropwise added slowly 24 ml of methanol with stirring, so that the internal temperature of the reaction system could be kept at 40° C. After the completion of the dropwise addition, the mixture was stirred at room temperature for 5 hours. After the reaction, the reaction mixtu...